From a dataset of the Open Reaction Database (ORD), a public repository of structured organic reaction records. describe an organic reaction: reactants, conditions, products, and yield Starting materials: NC1=NC=2C=C(C=CC2C2=C1N=C(N2CCCCNC(OC(C)(C)C)=O)COCC)C=2C=NC=CC2 (tert-butyl {4-[4-amino-2-ethoxymethyl-7-(pyridin-3-yl)-1H-imidazo[4,5-c]quinolin-1-yl]butyl}carbamate). RXN SMILES: [NH2:1][C:2]1[C:11]2[N:12]=[C:13]([CH2:27][O:28][CH2:29][CH3:30])[N:14]([CH2:15][CH2:16][CH2:17][CH2:18][NH:19]C(=O)OC(C)(C)C)[C:10]=2[C:9]2[CH:8]=[CH:7][C:6]([C:31]3[CH:32]=[N:33][CH:34]=[CH:35][CH:36]=3)=[CH:5][C:4]=2[N:3]=1>Cl>[NH2:19][CH2:18][CH2:17][CH2:16][CH2:15][N:14]1[C:10]2[C:9]3[CH:8]=[CH:7][C:6]([C:31]4[CH:32]=[N:33][CH:34]=[CH:35][CH:36]=4)=[CH:5][C:4]=3[N:3]=[C:2]([NH2:1])[C:11]=2[N:12]=[C:13]1[CH2:27][O:28][CH2:29][CH3:30]. Isolated yield 113.6%. Solvent: Cl (hydrochloric acid). Product: NCCCCN1C(=NC=2C(=NC=3C=C(C=CC3C21)C=2C=NC=CC2)N)COCC (1-(4-aminobutyl)-2-ethoxymethyl-7-(pyridin-3-yl)-1H-imidazo[4,5-c]quinolin-4-amine). Reaction conditions: time 30 minute. Reported procedure: A solution of tert-butyl {4-[4-amino-2-ethoxymethyl-7-(pyridin-3-yl)-1H-imidazo[4,5-c]quinolin-1-yl]butyl}carbamate (40.35 g, 82.24 mmol) in concentrated hydrochloric acid (400 mL) was stirred for one hour, filtered, and concentrated under reduced pressure. The residue was dissolved in a minimal amount of water, and 50% aqueous sodium hydroxide was added to adjust the solution to pH 14. Chloroform (1.2 L) and a mixture of saturated aqueous sodium bicarbonate and 1% aqueous sodium carbonate (600 ... RXN SMILES: [CH3:16][c:17]1[cH:18][cH:19][cH:20][cH:21][cH:22]1.[Cl:12][C:13]([Cl:14])=[S:15].[Cl:1][c:2]1[c:3]([NH2:4])[c:5]([Cl:11])[cH:6][cH:7][c:8]1[O:9][CH3:10]>>[Cl:1][c:2]1[c:3]([N:4]=[C:13]=[S:15])[c:5]([Cl:11])[cH:6][cH:7][c:8]1[O:9][CH3:10]. The product is COc1ccc(Cl)c(N=C=S)c1Cl. The reactants are Cc1ccccc1, S=C(Cl)Cl, COc1ccc(Cl)c(N)c1Cl.